This data is from the Open Reaction Database (ORD), a public repository of structured organic reaction records. The task is: describe an organic reaction: reactants, conditions, products, and yield Starting materials: FC1=CC(=C(C=C1)NC1=CC(=C(C=C1)C(=O)C1=C(C=CC(=C1)O)C)[N+](=O)[O-])C ([4-(4-Fluoro-2-methyl-phenylamino)-2-nitro-phenyl]-(5-hydroxy-2-methyl-phenyl)-methanone), Cl.ClCCN1CCOCC1 (N-(2-chloroethyl)morpholine hydrochloride), C(=O)([O-])[O-].[K+].[K+] (K2CO3), [Na+].[I-] (NaI). Run in CC#N (CH3CN). Run at temperature 130 celsius. Yields the product FC1=CC(=C(C=C1)NC1=CC(=C(C=C1)C(=O)C1=C(C=CC(=C1)OCCN1CCOCC1)C)[N+](=O)[O-])C ([4-(4-Fluoro-2-methyl-phenylamino)-2-nitro-phenyl]-[2-methyl-5-(2-morpholin-4-yl-ethoxy)-phenyl]-methanone). Reaction SMILES: [F:1][C:2]1[CH:7]=[CH:6][C:5]([NH:8][C:9]2[CH:14]=[CH:13][C:12]([C:15]([C:17]3[CH:22]=[C:21]([OH:23])[CH:20]=[CH:19][C:18]=3[CH3:24])=[O:16])=[C:11]([N+:25]([O-:27])=[O:26])[CH:10]=2)=[C:4]([CH3:28])[CH:3]=1.Cl.Cl[CH2:31][CH2:32][N:33]1[CH2:38][CH2:37][O:36][CH2:35][CH2:34]1.C([O-])([O-])=O.[K+].[K+].[Na+].[I-]>CC#N>[F:1][C:2]1[CH:7]=[CH:6][C:5]([NH:8][C:9]2[CH:14]=[CH:13][C:12]([C:15]([C:17]3[CH:22]=[C:21]([O:23][CH2:31][CH2:32][N:33]4[CH2:38][CH2:37][O:36][CH2:35][CH2:34]4)[CH:20]=[CH:19][C:18]=3[CH3:24])=[O:16])=[C:11]([N+:25]([O-:27])=[O:26])[CH:10]=2)=[C:4]([CH3:28])[CH:3]=1 |f:1.2,3.4.5,6.7|. Reported procedure: Compound 505 (0.083 g, 0.22 mmol) and N-(2-chloroethyl)morpholine hydrochloride (0.082 g, 0.44 mmol) were suspended in CH3CN (5 mL). K2CO3 (0.17 g, 1.2 mmol) and NaI (0.008 g, 0.05 mmol) were added and the suspension was heated in a microwave oven at 130° C. for 40 minutes. The suspension was filtered and the filtrate was concentrated in vacuo. The crude product was purified by flash chromatography using a gradient of EtOAc/petroleum ether (40-60) 2:3→1:0 as the eluent. This afforded the title c... Reactants: BrCCCBr, N#Cc1ccc(O)cc1, CC#N, [K+], [K+], O=C([O-])[O-]. The product is N#Cc1ccc(OCCCBr)cc1. Reaction SMILES: [Br:1][CH2:2][CH2:3][CH2:4][Br:5].[C:6](#[N:7])[c:8]1[cH:9][cH:10][c:11]([OH:14])[cH:12][cH:13]1.[CH3:21][C:22]#[N:23].[K+:15].[K+:16].[O-:17][C:18]([O-:19])=[O:20]>>[Br:1][CH2:2][CH2:3][CH2:4][O:14][c:11]1[cH:10][cH:9][c:8]([C:6]#[N:7])[cH:13][cH:12]1. The reactants are [Al+3], CCOC(C)=O, CCOC(=O)COc1c(F)cc(SCCNS(=O)(=O)c2ccc(Cl)cc2)cc1F, [H-], [H-], [H-], [H-], [Li+], [Na+], [Na+], [Na+], O=S(=O)([O-])[O-], C1CCOC1, [OH-]. The product is O=S(=O)(NCCSc1cc(F)c(OCCO)c(F)c1)c1ccc(Cl)cc1. As a reaction SMILES: [Al+3:31].[CH3:45][CH2:46][O:47][C:48](=[O:49])[CH3:50].[Cl:1][c:2]1[cH:3][cH:4][c:5]([S:8](=[O:9])(=[O:10])[NH:11][CH2:12][CH2:13][S:14][c:15]2[cH:16][c:17]([F:29])[c:18]([O:19][CH2:20][C:21](=[O:22])[O:23][CH2:24][CH3:25])[c:26]([F:28])[cH:27]2)[cH:6][cH:7]1.[H-:30].[H-:33].[H-:34].[H-:35].[Li+:32].[Na+:37].[Na+:38].[Na+:39].[O-:40][S:41](=[O:42])(=[O:43])[O-:44].[O:51]1[CH2:52][CH2:53][CH2:54][CH2:55]1.[OH-:36]>>[Cl:1][c:2]1[cH:3][cH:4][c:5]([S:8](=[O:9])(=[O:10])[NH:11][CH2:12][CH2:13][S:14][c:15]2[cH:16][c:17]([F:29])[c:18]([O:19][CH2:20][CH2:21][OH:22])[c:26]([F:28])[cH:27]2)[cH:6][cH:7]1.